describe an organic reaction: reactants, conditions, products, and yield From a dataset of the Open Reaction Database (ORD), a public repository of structured organic reaction records. Reactants: O=C(NC(Cc1ccccc1)C(=O)O)c1cc2cc(Cl)ncc2[nH]1, OC1CCNCC1. Product: O=C(NC(Cc1ccccc1)C(=O)N1CCC(O)CC1)c1cc2cc(Cl)ncc2[nH]1. Reaction SMILES: [Cl:1][c:2]1[cH:3][c:4]2[c:5]([cH:6][n:7]1)[nH:8][c:9]([C:11](=[O:12])[NH:13][CH:14]([C:15](=[O:16])[OH:17])[CH2:18][c:19]1[cH:20][cH:21][cH:22][cH:23][cH:24]1)[cH:10]2.[OH:25][CH:26]1[CH2:27][CH2:28][NH:29][CH2:30][CH2:31]1>>[Cl:1][c:2]1[cH:3][c:4]2[c:5]([cH:6][n:7]1)[nH:8][c:9]([C:11](=[O:12])[NH:13][CH:14]([C:15](=[O:17])[N:29]1[CH2:28][CH2:27][CH:26]([OH:25])[CH2:31][CH2:30]1)[CH2:18][c:19]1[cH:20][cH:21][cH:22][cH:23][cH:24]1)[cH:10]2. Reactants: CC(=O)OC1c2ccccc2Oc2ccccc21, CCOC(=O)N(CC)CCC1CCNCC1, c1ccccc1. The product is CCOC(=O)N(CC)CCC1CCN(C2c3ccccc3Oc3ccccc32)CC1. As a reaction SMILES: [C:17]([O:18][CH:21]1[c:22]2[cH:23][cH:24][cH:25][cH:26][c:27]2[O:28][c:29]2[cH:30][cH:31][cH:32][cH:33][c:34]21)(=[O:19])[CH3:20].[C:1](=[O:2])([O:3][CH2:4][CH3:5])[N:6]([CH2:7][CH3:8])[CH2:9][CH2:10][CH:11]1[CH2:12][CH2:13][NH:14][CH2:15][CH2:16]1.[cH:35]1[cH:36][cH:37][cH:38][cH:39][cH:40]1>>[C:1](=[O:2])([O:3][CH2:4][CH3:5])[N:6]([CH2:7][CH3:8])[CH2:9][CH2:10][CH:11]1[CH2:12][CH2:13][N:14]([CH:21]2[c:22]3[cH:23][cH:24][cH:25][cH:26][c:27]3[O:28][c:29]3[cH:30][cH:31][cH:32][cH:33][c:34]32)[CH2:15][CH2:16]1. Starting materials: CS(C)=O, CCOC(C)=O, CCN(C(C)C)C(C)C, Clc1ccc(-c2ccccc2CN2CCNCC2)cc1, NS(=O)(=O)c1ccc(F)cc1F. Yields the product NS(=O)(=O)c1ccc(N2CCN(Cc3ccccc3-c3ccc(Cl)cc3)CC2)cc1F. As a reaction SMILES: [CH3:42][S:43]([CH3:44])=[O:45].[CH3:46][CH2:47][O:48][C:49](=[O:50])[CH3:51].[CH:33]([N:34]([CH2:35][CH3:36])[CH:37]([CH3:38])[CH3:39])([CH3:40])[CH3:41].[Cl:13][c:14]1[cH:15][cH:16][c:17](-[c:20]2[c:21]([CH2:26][N:27]3[CH2:28][CH2:29][NH:30][CH2:31][CH2:32]3)[cH:22][cH:23][cH:24][cH:25]2)[cH:18][cH:19]1.[F:1][c:2]1[c:3]([S:9](=[O:10])(=[O:11])[NH2:12])[cH:4][cH:5][c:6]([F:8])[cH:7]1>>[F:1][c:2]1[c:3]([S:9](=[O:10])(=[O:11])[NH2:12])[cH:4][cH:5][c:6]([N:30]2[CH2:29][CH2:28][N:27]([CH2:26][c:21]3[c:20](-[c:17]4[cH:16][cH:15][c:14]([Cl:13])[cH:19][cH:18]4)[cH:25][cH:24][cH:23][cH:22]3)[CH2:32][CH2:31]2)[cH:7]1.